describe an organic reaction: reactants, conditions, products, and yield From a dataset of the Open Reaction Database (ORD), a public repository of structured organic reaction records. Starting materials: CC(=O)O[BH-](OC(C)=O)OC(C)=O, CC(=O)O, CO, NC1CC1, [Na+], N#Cc1nc(CCC=O)cc(-c2cccc(C(F)(F)F)c2)n1. Product: N#Cc1nc(CCCNC2CC2)cc(-c2cccc(C(F)(F)F)c2)n1. As a reaction SMILES: [C:31]([O:32][BH-:33]([O:34][C:35](=[O:36])[CH3:37])[O:38][C:39](=[O:40])[CH3:41])(=[O:42])[CH3:43].[CH3:27][C:28](=[O:29])[OH:30].[CH3:45][OH:46].[CH:23]1([NH2:26])[CH2:24][CH2:25]1.[Na+:44].[O:1]=[CH:2][CH2:3][CH2:4][c:5]1[n:6][c:7]([C:21]#[N:22])[n:8][c:9](-[c:11]2[cH:12][c:13]([C:17]([F:18])([F:19])[F:20])[cH:14][cH:15][cH:16]2)[cH:10]1>>[CH2:2]([CH2:3][CH2:4][c:5]1[n:6][c:7]([C:21]#[N:22])[n:8][c:9](-[c:11]2[cH:12][c:13]([C:17]([F:18])([F:19])[F:20])[cH:14][cH:15][cH:16]2)[cH:10]1)[NH:26][CH:23]1[CH2:24][CH2:25]1. Run at time 2 hour. Run in C(CCC)OCCCC (dibutyl ether), CO (methanol), C1CCOC1 (THF). Procedure details: To a solution of 2-methyl-2-(1-pyrrolidinyl)propanenitrile D4 (40 g; 289.85 mmol) in dry THF (0.8 L) under nitrogen, cooled at −78° C., was added dropwise a solution of phenyl lithium in dibutyl ether over 40 minutes (305.1 mL of a 1.9M solution; 579.70 mmol). After 2 h the reaction was allowed to reach room temperature and then stirred overnight at this temperature. The mixture was quenched at 0° C. with a saturated solution of NaHCO3 (0.8 L) and stirred for 15 minutes and diluted with water (c... Yields the product CC(C(C1=CC=CC=C1)N)(C)N1CCCC1 ((±)[2-Methyl-1-phenyl-2-(1-pyrrolidinyl)propyl]amine). Reaction SMILES: [CH3:1][C:2]([N:6]1[CH2:10][CH2:9][CH2:8][CH2:7]1)([CH3:5])[C:3]#[N:4].[C:11]1([Li])[CH:16]=[CH:15][CH:14]=[CH:13][CH:12]=1.[BH4-].[Na+]>C1COCC1.C(OCCCC)CCC.CO>[CH3:1][C:2]([N:6]1[CH2:10][CH2:9][CH2:8][CH2:7]1)([CH3:5])[CH:3]([NH2:4])[C:11]1[CH:16]=[CH:15][CH:14]=[CH:13][CH:12]=1 |f:2.3|. The reactants are C1(=CC=CC=C1)[Li] (phenyl lithium), solution, [BH4-].[Na+] (sodium borohydride), CC(C#N)(C)N1CCCC1 (2-methyl-2-(1-pyrrolidinyl)propanenitrile). The reactants are FC1=CN=C2C=CC(N(C2=C1)CCN1CCC(CC1)NC(OC(C)(C)C)=O)=O (1,1-dimethylethyl {1-[2-(7-fluoro-2-oxo-1,5-naphthyridin-1(2H)-yl)ethyl]-4-piperidinyl}carbamate), Cl (HCl). Run in C(Cl)(Cl)Cl (chloroform), CO (MeOH), O1CCOCC1 (1,4-dioxane). Run at time 0.5 hour. The product is Cl.Cl.NC1CCN(CC1)CCN1C(C=CC2=NC=C(C=C12)F)=O (1-[2-(4-Amino-1-piperidinyl)ethyl]-7-fluoro-1,5-naphthyridin-2(1H)-one Dihydrochloride). Reaction SMILES: [F:1][C:2]1[CH:11]=[C:10]2[C:5]([CH:6]=[CH:7][C:8](=[O:28])[N:9]2[CH2:12][CH2:13][N:14]2[CH2:19][CH2:18][CH:17]([NH:20]C(=O)OC(C)(C)C)[CH2:16][CH2:15]2)=[N:4][CH:3]=1.[ClH:29]>C(Cl)(Cl)Cl.CO.O1CCOCC1>[ClH:29].[ClH:29].[NH2:20][CH:17]1[CH2:16][CH2:15][N:14]([CH2:13][CH2:12][N:9]2[C:10]3[C:5](=[N:4][CH:3]=[C:2]([F:1])[CH:11]=3)[CH:6]=[CH:7][C:8]2=[O:28])[CH2:19][CH2:18]1 |f:5.6.7|. Procedure: To a solution of 1,1-dimethylethyl {1-[2-(7-fluoro-2-oxo-1,5-naphthyridin-1(2H)-yl)ethyl]-4-piperidinyl}carbamate (1.591 g, 4.079 mmol) in chloroform (15 ml) and MeOH (15 ml) was added 4M HCl in 1,4-dioxane (15 ml). The reaction was stirred at rt for 0.5 h before evaporation to provide the desired compound as a slightly impure white solid which was used without further purification (1.633 g, 110%). Reactants: CN(C)c1ccncc1, COc1cc2nccc(Cl)c2cc1OC, Clc1ccccc1Cl, Oc1cc2ccccc2nc1-c1ccc(F)cc1F, O. Yields the product COc1cc2nccc(Oc3cc4ccccc4nc3-c3ccc(F)cc3F)c2cc1OC. As a reaction SMILES: [CH3:36][N:37]([CH3:38])[c:39]1[cH:40][cH:41][n:42][cH:43][cH:44]1.[Cl:20][c:21]1[cH:22][cH:23][n:24][c:25]2[cH:26][c:27]([O:33][CH3:34])[c:28]([O:31][CH3:32])[cH:29][c:30]12.[Cl:45][c:46]1[cH:47][cH:48][cH:49][cH:50][c:51]1[Cl:52].[F:1][c:2]1[c:3](-[c:9]2[n:10][c:11]3[cH:12][cH:13][cH:14][cH:15][c:16]3[cH:17][c:18]2[OH:19])[cH:4][cH:5][c:6]([F:8])[cH:7]1.[OH2:35]>>[F:1][c:2]1[c:3](-[c:9]2[n:10][c:11]3[cH:12][cH:13][cH:14][cH:15][c:16]3[cH:17][c:18]2[O:19][c:21]2[cH:22][cH:23][n:24][c:25]3[cH:26][c:27]([O:33][CH3:34])[c:28]([O:31][CH3:32])[cH:29][c:30]23)[cH:4][cH:5][c:6]([F:8])[cH:7]1. The reactants are CC(C)(C)OC(=O)NC(COCc1ccccc1)C(=O)O, CC(C)CCCC(C)C1CCC2C3CCC4CC(N)CCC4(C)C3CCC12C. Product: CC(C)CCCC(C)C1CCC2C3CCC4CC(NC(=O)C(COCc5ccccc5)NC(=O)OC(C)(C)C)CCC4(C)C3CCC12C. Reaction SMILES: [C:1]([CH3:2])([CH3:3])([CH3:4])[O:5][C:6](=[O:7])[NH:8][CH:9]([CH2:10][O:11][CH2:12][c:13]1[cH:14][cH:15][cH:16][cH:17][cH:18]1)[C:19](=[O:20])[OH:21].[NH2:22][CH:23]1[CH2:24][CH:25]2[CH2:26][CH2:27][CH:28]3[CH:29]4[CH2:30][CH2:31][CH:32]([CH:33]([CH2:34][CH2:35][CH2:36][CH:37]([CH3:38])[CH3:39])[CH3:40])[C:41]4([CH3:49])[CH2:42][CH2:43][CH:44]3[C:45]2([CH3:48])[CH2:46][CH2:47]1>>[C:1]([CH3:2])([CH3:3])([CH3:4])[O:5][C:6](=[O:7])[NH:8][CH:9]([CH2:10][O:11][CH2:12][c:13]1[cH:14][cH:15][cH:16][cH:17][cH:18]1)[C:19](=[O:21])[NH:22][CH:23]1[CH2:24][CH:25]2[CH2:26][CH2:27][CH:28]3[CH:29]4[CH2:30][CH2:31][CH:32]([CH:33]([CH2:34][CH2:35][CH2:36][CH:37]([CH3:38])[CH3:39])[CH3:40])[C:41]4([CH3:49])[CH2:42][CH2:43][CH:44]3[C:45]2([CH3:48])[CH2:46][CH2:47]1. Starting materials: BrCCCBr, Brc1ccc2c(c1)Cc1cc(Br)ccc1-2, CS(C)=O, [K+], [OH-], O. Product: Brc1ccc2c(c1)C1(CCC1)c1cc(Br)ccc1-2. As a reaction SMILES: [Br:18][CH2:19][CH2:20][CH2:21][Br:22].[Br:3][c:4]1[cH:5][c:6]2[c:14]([cH:15][cH:16]1)-[c:13]1[c:8]([cH:9][c:10]([Br:17])[cH:11][cH:12]1)[CH2:7]2.[CH3:23][S:24]([CH3:25])=[O:26].[K+:2].[OH-:1].[OH2:27]>>[Br:3][c:4]1[cH:5][c:6]2[c:14]([cH:15][cH:16]1)-[c:13]1[c:8]([cH:9][c:10]([Br:17])[cH:11][cH:12]1)[C:7]21[CH2:19][CH2:20][CH2:21]1.